This data is from the Open Reaction Database (ORD), a public repository of structured organic reaction records. The task is: describe an organic reaction: reactants, conditions, products, and yield The reactants are ClC1=CC(=C(C=C1OC=C)N1C(C2=C(C1=O)CCCC2)=O)F (N-[4-Chloro-2-fluoro-5-vinyloxyphenyl)-3,4,5,6-tetrahydrophthalimide), COCCOCCOC (diethylene glycol dimethyl ether), ClC(C(=O)[O-])(F)F.[Na+] (sodium chlorodifluoroacetate), COCCOCCOC (diethylene glycol dimethyl ether). Reaction SMILES: [Cl:1][C:2]1[C:7](OC=C)=[CH:6][C:5]([N:11]2[C:15](=[O:16])[C:14]3[CH2:17][CH2:18][CH2:19][CH2:20][C:13]=3[C:12]2=[O:21])=[C:4]([F:22])[CH:3]=1.Cl[C:24]([F:29])([F:28])[C:25]([O-])=[O:26].[Na+].[CH3:31]OCCOCCOC>>[Cl:1][C:2]1[C:7]([O:26][CH:25]2[CH2:31][C:24]2([F:29])[F:28])=[CH:6][C:5]([N:11]2[C:12](=[O:21])[C:13]3[CH2:20][CH2:19][CH2:18][CH2:17][C:14]=3[C:15]2=[O:16])=[C:4]([F:22])[CH:3]=1 |f:1.2|. Procedure details: 1.2 g N-[4-Chloro-2-fluoro-5-vinyloxyphenyl)-3,4,5,6-tetrahydrophthalimide was dissolved in 5 ml diethylene glycol dimethyl ether, the mixture was heated to reflux and a solution of 2.8 g sodium chlorodifluoroacetate in 5 ml diethylene glycol dimethyl ether was added slowly. The mixture was heated under reflux for 5 hours, then separated from the sodium chloride, which formed, and the solvent removed. The residue was chromatographed on silica gel using a mixture of hexane/diethyl ether=1:1. Yields the product ClC1=CC(=C(C=C1OC1C(C1)(F)F)N1C(C2=C(C1=O)CCCC2)=O)F (N-[4-Chloro-5-(2,2-difluorocyclopropoxy)-2-fluorophenyl]-3,4,5,6-tetrahydrophthalimide). The reactants are CC(=O)[O-], CCO, Cc1ccccc1, COc1ccc(S(=O)(=O)c2cnc(C)nc2Cl)cc1, [Na+]. The product is COc1ccc(S(=O)(=O)c2cnc(C)nc2)cc1. As a reaction SMILES: [C:20]([O-:21])(=[O:22])[CH3:23].[CH3:25][CH2:26][OH:27].[CH3:28][c:29]1[cH:30][cH:31][cH:32][cH:33][cH:34]1.[Cl:1][c:2]1[n:3][c:4]([CH3:19])[n:5][cH:6][c:7]1[S:8](=[O:9])(=[O:10])[c:11]1[cH:12][cH:13][c:14]([O:17][CH3:18])[cH:15][cH:16]1.[Na+:24]>>[cH:2]1[n:3][c:4]([CH3:19])[n:5][cH:6][c:7]1[S:8](=[O:9])(=[O:10])[c:11]1[cH:12][cH:13][c:14]([O:17][CH3:18])[cH:15][cH:16]1.